From a dataset of the Open Reaction Database (ORD), a public repository of structured organic reaction records. describe an organic reaction: reactants, conditions, products, and yield Starting materials: O=C(CBr)c1ccc(Cl)cc1Cl, [N-]=[N+]=[N-], [Na+]. The product is [N-]=[N+]=NCC(=O)c1ccc(Cl)cc1Cl. As a reaction SMILES: [Br:1][CH2:2][C:3](=[O:4])[c:5]1[c:6]([Cl:12])[cH:7][c:8]([Cl:11])[cH:9][cH:10]1.[N-:14]=[N+:15]=[N-:16].[Na+:13]>>[CH2:2]([C:3](=[O:4])[c:5]1[c:6]([Cl:12])[cH:7][c:8]([Cl:11])[cH:9][cH:10]1)[N:14]=[N+:15]=[N-:16]. Reactants: [N+](=O)([O-])C1=CC=C(C=C1)S(=O)(=O)Cl (4-nitrobenzenesulfonyl chloride), [Si](C)(C)(C(C)(C)C)OC[C@@H]1N(C1)C(=O)OC(C)(C)C (tert-butyl (2R)-2-({[tert-butyl(dimethyl)silyl]oxy}methyl)aziridine-1-carboxylate), ice, CCCC[N+](CCCC)(CCCC)CCCC.[F-] (TBAF), C1CCOC1 (THF), TEA. The reagents and catalysts are CN(C)C=1C=CN=CC1 (DMAP). Solvent: C1CCOC1.CCOCC (THF Et2O), C(Cl)Cl (DCM). Reaction conditions: temperature 0 celsius, time 8 hour. Product: [N+](=O)([O-])C1=CC=C(C=C1)S(=O)(=O)OC[C@@H]1N(C1)C(=O)OC(C)(C)C (tert-butyl (2R)-2-({[(4-nitrophenyl)sulfonyl]oxy}methyl)aziridine-1-carboxylate). Yield: 57.0%. RXN SMILES: [Si]([O:8][CH2:9][C@H:10]1[CH2:12][N:11]1[C:13]([O:15][C:16]([CH3:19])([CH3:18])[CH3:17])=[O:14])(C(C)(C)C)(C)C.CCCC[N+](CCCC)(CCCC)CCCC.[F-].C1COCC1.[N+:43]([C:46]1[CH:51]=[CH:50][C:49]([S:52](Cl)(=[O:54])=[O:53])=[CH:48][CH:47]=1)([O-:45])=[O:44]>C1COCC1.CCOCC.CN(C1C=CN=CC=1)C.C(Cl)Cl>[N+:43]([C:46]1[CH:47]=[CH:48][C:49]([S:52]([O:8][CH2:9][C@H:10]2[CH2:12][N:11]2[C:13]([O:15][C:16]([CH3:17])([CH3:18])[CH3:19])=[O:14])(=[O:54])=[O:53])=[CH:50][CH:51]=1)([O-:45])=[O:44] |f:1.2,5.6|. Reported procedure: A solution of tert-butyl (2R)-2-({[tert-butyl(dimethyl)silyl]oxy}methyl)aziridine-1-carboxylate (prepared following literature procedures: Travins, J. M.; Etzkorn, F. A. Tetrahedron Lett. 1998, 39, 9389-9392) in THF/Et2O (1/1) (0.17 M) was cooled in an ice bath and treated dropwise over 20 min with 1 M TBAF in THF (1.05 eq). The resulting solution was stirred in the ice bath for 30 min, before being quenched by the addition of sat. aq. NaHCO3 and extracted into Et2O/PE (4/1). The organic layers ... The reactants are CC(=O)Nc1cc(-c2ccccc2C)c(N(C)C(=O)C(C)(C)c2cc(C(F)(F)F)cc(C(F)(F)F)c2)cn1, C[Si](C)(C)[N-][Si](C)(C)C, CI, [K+], C1CCOC1. The product is CC(=O)N(C)c1cc(-c2ccccc2C)c(N(C)C(=O)C(C)(C)c2cc(C(F)(F)F)cc(C(F)(F)F)c2)cn1. RXN SMILES: [C:1]([CH3:2])(=[O:3])[NH:4][c:5]1[cH:6][c:7](-[c:32]2[c:33]([CH3:38])[cH:34][cH:35][cH:36][cH:37]2)[c:8]([N:11]([C:12]([C:13]([CH3:14])([CH3:15])[c:16]2[cH:17][c:18]([C:26]([F:27])([F:28])[F:29])[cH:19][c:20]([C:22]([F:23])([F:24])[F:25])[cH:21]2)=[O:30])[CH3:31])[cH:9][n:10]1.[CH3:39][Si:40]([CH3:41])([CH3:42])[N-:43][Si:44]([CH3:45])([CH3:46])[CH3:47].[CH3:49][I:50].[K+:48].[O:51]1[CH2:52][CH2:53][CH2:54][CH2:55]1>>[C:1]([CH3:2])(=[O:3])[N:4]([c:5]1[cH:6][c:7](-[c:32]2[c:33]([CH3:38])[cH:34][cH:35][cH:36][cH:37]2)[c:8]([N:11]([C:12]([C:13]([CH3:14])([CH3:15])[c:16]2[cH:17][c:18]([C:26]([F:27])([F:28])[F:29])[cH:19][c:20]([C:22]([F:23])([F:24])[F:25])[cH:21]2)=[O:30])[CH3:31])[cH:9][n:10]1)[CH3:39]. Reactants: Cc1ccccc1, CCOC=O, CCOC(=O)CCNCc1cccs1. Yields the product CCOC(=O)CCN(C=O)Cc1cccs1. As a reaction SMILES: [CH3:20][c:21]1[cH:22][cH:23][cH:24][cH:25][cH:26]1.[CH:15](=[O:16])[O:17][CH2:18][CH3:19].[s:1]1[c:2]([CH2:6][NH:7][CH2:8][CH2:9][C:10](=[O:11])[O:12][CH2:13][CH3:14])[cH:3][cH:4][cH:5]1>>[s:1]1[c:2]([CH2:6][N:7]([CH2:8][CH2:9][C:10](=[O:11])[O:12][CH2:13][CH3:14])[CH:15]=[O:16])[cH:3][cH:4][cH:5]1. Reactants: O1CCN(CC1)C1=CC=C(C=C1)S(=O)(=O)Cl (4-morpholinobenzenesulphonyl chloride), O1CCCC1 (tetrahydrofuran), C(C)(=O)O (acetic acid), NCCCC(=O)O (4-amino butyric acid), [OH-].[Na+] (sodium hydroxide). Run in O (water). The product is O1CCN(CC1)C1=CC=C(C=C1)S(=O)(=O)NC(C(=O)O)CC ((4-morpholinophenylsulphonylamino)butyric acid). As a reaction SMILES: [O:1]1[CH2:6][CH2:5][N:4]([C:7]2[CH:12]=[CH:11][C:10]([S:13](Cl)(=[O:15])=[O:14])=[CH:9][CH:8]=2)[CH2:3][CH2:2]1.[NH2:17]CCCC(O)=O.[OH-].[Na+].O1[CH2:30][CH2:29]CC1.[C:31]([OH:34])(=[O:33])[CH3:32]>O>[O:1]1[CH2:6][CH2:5][N:4]([C:7]2[CH:12]=[CH:11][C:10]([S:13]([NH:17][CH:32]([CH2:29][CH3:30])[C:31]([OH:34])=[O:33])(=[O:15])=[O:14])=[CH:9][CH:8]=2)[CH2:3][CH2:2]1 |f:2.3|. Procedure details: 10 g of 4-morpholinobenzenesulphonyl chloride is added to a solution comprising 3.94 g of 4-amino butyric acid and 4.6 g of sodium hydroxide in 80 cm3 of water, then 70 cm3 of tetrahydrofuran is added so as to obtain a solution. The temperature increases from 20° to 27° C. The solution is allowed to return to ambient temperature and maintained under agitation for 24 hours, after which it is acidified with acetic acid, and the solvent is evaporated under reduced pressure. The residue is taken up ... Starting materials: ( a ), OC1CCN(CC1)CCCOC1=C(C=CC=C1)[N+](=O)[O-] (4-hydroxy-1-[3-(2-nitrophenoxy)propyl]piperidine), C1(=CC=CC=C1)C(C1=CC=CC=C1)Br (diphenylmethyl bromide), OC1CCN(CC1)CCCOC1=CC=C(C=C1)[N+](=O)[O-] (4-hydroxy-1-[3-(4-nitrophenoxy)propyl]piperidine). Yields the product C1(=CC=CC=C1)C(OC1CCN(CC1)CCCOC1=CC=C(C=C1)[N+](=O)[O-])C1=CC=CC=C1 (4-diphenylmethoxy-1-[3-(4-nitrophenoxy)propyl]piperidine). Reaction SMILES: [C:1]1([CH:7](Br)[C:8]2[CH:13]=[CH:12][CH:11]=[CH:10][CH:9]=2)[CH:6]=[CH:5][CH:4]=[CH:3][CH:2]=1.[OH:15][CH:16]1[CH2:21][CH2:20][N:19]([CH2:22][CH2:23][CH2:24][O:25][C:26]2[CH:31]=[CH:30][C:29]([N+:32]([O-:34])=[O:33])=[CH:28][CH:27]=2)[CH2:18][CH2:17]1.OC1CCN(CCCOC2C=CC=CC=2[N+]([O-])=O)CC1>>[C:1]1([CH:7]([C:8]2[CH:13]=[CH:12][CH:11]=[CH:10][CH:9]=2)[O:15][CH:16]2[CH2:17][CH2:18][N:19]([CH2:22][CH2:23][CH2:24][O:25][C:26]3[CH:27]=[CH:28][C:29]([N+:32]([O-:34])=[O:33])=[CH:30][CH:31]=3)[CH2:20][CH2:21]2)[CH:6]=[CH:5][CH:4]=[CH:3][CH:2]=1. Reported procedure: The procedure of Example 1 (a) was repeated except for using diphenylmethyl bromide and 4-hydroxy-1-[3-(4-nitrophenoxy)propyl]piperidine instead of diphenylmethyl bromide and 4-hydroxy-1-[3-(2-nitrophenoxy)propyl]piperidine to give oily 4-diphenylmethoxy-1-[3-(4-nitrophenoxy)propyl]piperidine. Starting materials: O=CO, COc1cc(CC(OC(=O)N2CCC(N3CCc4ccccc4NC3=O)CC2)C(=O)N2CCN(C3CCN(C(=O)OC(C)(C)C)CC3)CC2)cc(C)c1O. Product: COc1cc(CC(OC(=O)N2CCC(N3CCc4ccccc4NC3=O)CC2)C(=O)N2CCN(C3CCNCC3)CC2)cc(C)c1O. RXN SMILES: [CH:55]([OH:56])=[O:57].[O:1]=[C:2]1[NH:3][c:4]2[c:5]([cH:51][cH:52][cH:53][cH:54]2)[CH2:6][CH2:7][N:8]1[CH:9]1[CH2:10][CH2:11][N:12]([C:15](=[O:16])[O:17][CH:18]([C:19](=[O:20])[N:21]2[CH2:22][CH2:23][N:24]([CH:27]3[CH2:28][CH2:29][N:30]([C:33]([O:34][C:35]([CH3:36])([CH3:37])[CH3:38])=[O:39])[CH2:31][CH2:32]3)[CH2:25][CH2:26]2)[CH2:40][c:41]2[cH:42][c:43]([O:49][CH3:50])[c:44]([OH:48])[c:45]([CH3:47])[cH:46]2)[CH2:13][CH2:14]1>>[O:1]=[C:2]1[NH:3][c:4]2[c:5]([cH:51][cH:52][cH:53][cH:54]2)[CH2:6][CH2:7][N:8]1[CH:9]1[CH2:10][CH2:11][N:12]([C:15](=[O:16])[O:17][CH:18]([C:19](=[O:20])[N:21]2[CH2:22][CH2:23][N:24]([CH:27]3[CH2:28][CH2:29][NH:30][CH2:31][CH2:32]3)[CH2:25][CH2:26]2)[CH2:40][c:41]2[cH:42][c:43]([O:49][CH3:50])[c:44]([OH:48])[c:45]([CH3:47])[cH:46]2)[CH2:13][CH2:14]1. Reactants: N (ammonia), amine, S(=O)(=O)([O-])[O-].[NH4+].[NH4+] (ammonium sulfate), amine, S(=O)(=O)([O-])[O-].[NH4+].[NH4+] (ammonium sulfate), S(=O)(=O)(O)O.NO (hydroxylamine sulfate), N (ammonia), S(=O)(=O)(O)O.NO (hydroxylamine sulfate), C1(CCCCCCCCCCC1)=O (cyclododecanone), S(=O)(=O)(O)O.NO (hydroxylamine sulfate), S(O)(O)(=O)=O (sulfuric acid). Solvent: C1(=CC=CC=C1)C (toluene). Reaction conditions: temperature 85 celsius. Yields the product C1(CCCCCCCCCCC1)=NO (Cyclododecanone Oxime). RXN SMILES: [NH3:1].S(O)(O)(=O)=O.N[OH:8].S(=O)(=O)(O)O.S([O-])([O-])(=O)=O.[NH4+].[NH4+].[C:21]1(=O)[CH2:32][CH2:31][CH2:30][CH2:29][CH2:28][CH2:27][CH2:26][CH2:25][CH2:24][CH2:23][CH2:22]1>C1(C)C=CC=CC=1>[C:21]1(=[N:1][OH:8])[CH2:32][CH2:31][CH2:30][CH2:29][CH2:28][CH2:27][CH2:26][CH2:25][CH2:24][CH2:23][CH2:22]1 |f:1.2,4.5.6|. Procedure details: A 25% by weight aqueous ammonia (Wako Pure Chemical Industries, Ltd.) was added to an aqueous solution having a composition of 14.8% by weight of hydroxylamine sulfate, 9.5% by weight of sulfuric acid and 27.1% by weight of ammonium sulfate to adjust pH to 4 (neutralized amine). To the aqueous neutralized amine solution was added a 42.4% by weight aqueous solution of ammonium sulfate such that a concentration of hydroxylamine sulfate was 7.69% by weight. Then, 25383.3 g of the hydroxylamine sulf... Starting materials: N1([C@H](CC2=CC=CC=C2C1)C(=O)O)C(=O)OC(C)(C)C (Boc-D-Tic-OH), C=1C=CC2=C(C1)N=NN2O (HOBT), CCN(C(C)C)C(C)C (DIEA), Cl.COCN (methoxymethylamine hydrochloride), C(CCl)Cl (EDC). Solvent: C1CCOC1 (THF). Run at time 18 hour. Yields the product N1([C@H](CC2=CC=CC=C2C1)C(=O)N(C)OC)C(=O)OC(C)(C)C (Boc-D-Tic-NMeOMe). Isolated yield 71.5%. Reaction SMILES: [N:1]1([C:14]([O:16][C:17]([CH3:20])([CH3:19])[CH3:18])=[O:15])[CH2:10][C:9]2[C:4](=[CH:5][CH:6]=[CH:7][CH:8]=2)[CH2:3][C@@H:2]1[C:11]([OH:13])=O.Cl.[CH3:22]OCN.C(Cl)CCl.C1C=C[C:33]2[N:38]([OH:39])N=NC=2C=1.CCN(C(C)C)C(C)C>C1COCC1>[N:1]1([C:14]([O:16][C:17]([CH3:20])([CH3:19])[CH3:18])=[O:15])[CH2:10][C:9]2[C:4](=[CH:5][CH:6]=[CH:7][CH:8]=2)[CH2:3][C@@H:2]1[C:11]([N:38]([O:39][CH3:22])[CH3:33])=[O:13] |f:1.2|. Reported procedure: Boc-D-Tic-OH (14.9 g, 53.7 mmol), methoxymethylamine hydrochloride (5.24 g, 53.7 mmol), EDC (11.3 g, 59.1 mmol), HOBT (7.98 g, 59.1 mmol), DIEA (9.83 ml, 59.1 mmol) and THF (500 ml) were combined, and the resulting mixture was stirred for about 18 hours at r.t. under nitrogen. The reaction mixture was concentrated and the residue was taken up in ethyl acetate. The resulting mixture was washed with 1M HCl, saturated NaHCO3 and brine, which was then dried via filtration through phase separator pap...